Dataset: the Open Reaction Database (ORD), a public repository of structured organic reaction records. Task: describe an organic reaction: reactants, conditions, products, and yield The reactants are O=C1Nc2cccc3c2C1(CCCCBr)CCC3, O=C([O-])[O-], COc1ccccc1N1CCNCC1, CCOC(C)=O, CN(C)C=O, [K+], [K+]. Product: COc1ccccc1N1CCN(CCCCC23CCCc4cccc(c42)NC3=O)CC1. RXN SMILES: [Br:1][CH2:2][CH2:3][CH2:4][CH2:5][C:6]12[C:7](=[O:18])[NH:8][c:9]3[cH:10][cH:11][cH:12][c:13]([c:14]31)[CH2:15][CH2:16][CH2:17]2.[C:33](=[O:34])([O-:35])[O-:36].[CH3:19][O:20][c:21]1[c:22]([N:27]2[CH2:28][CH2:29][NH:30][CH2:31][CH2:32]2)[cH:23][cH:24][cH:25][cH:26]1.[CH3:39][CH2:40][O:41][C:42](=[O:43])[CH3:44].[CH3:45][N:46]([CH3:47])[CH:48]=[O:49].[K+:37].[K+:38]>>[CH2:2]([CH2:3][CH2:4][CH2:5][C:6]12[C:7](=[O:18])[NH:8][c:9]3[cH:10][cH:11][cH:12][c:13]([c:14]31)[CH2:15][CH2:16][CH2:17]2)[N:30]1[CH2:29][CH2:28][N:27]([c:22]2[c:21]([O:20][CH3:19])[cH:26][cH:25][cH:24][cH:23]2)[CH2:32][CH2:31]1. Starting materials: NC1=NC=2CCCC(C2C=C1)(O)C (2-amino-5-methyl-5,6,7,8-tetrahydroquinolin-5-ol), BrC=1C=C(C=NC1C#N)N[C@H]1[C@H](CCCC1)NC(OC(C)(C)C)=O (tert-butyl (1S,2R)-2-(5-bromo-6-cyanopyridin-3-ylamino)cyclohexylcarbamate), CC1(C2=C(C(=CC=C2)P(C3=CC=CC=C3)C4=CC=CC=C4)OC5=C(C=CC=C51)P(C6=CC=CC=C6)C7=CC=CC=C7)C (Xantphos), C([O-])([O-])=O.[Cs+].[Cs+] (cesium carbonate). The reagents and catalysts are C=1C=CC(=CC1)/C=C/C(=O)/C=C/C2=CC=CC=C2.C=1C=CC(=CC1)/C=C/C(=O)/C=C/C2=CC=CC=C2.C=1C=CC(=CC1)/C=C/C(=O)/C=C/C2=CC=CC=C2.[Pd].[Pd] (tris(dibenzylideneacetone)dipalladium(0)). Run in C(C)(=O)OCC (ethyl acetate), C([O-])(O)=O.[Na+] (sodium bicarbonate), O1CCOCC1 (1,4-dioxane). Run at temperature 80 celsius. Yields the product C(#N)C1=C(C=C(C=N1)N[C@H]1[C@H](CCCC1)NC(OC(C)(C)C)=O)NC1=NC=2CCCC(C2C=C1)(C)O (tert-butyl (1S,2R)-2-(6-cyano-5-(5-hydroxy-5-methyl-5,6,7,8-tetrahydroquinolin-2-ylamino)pyridin-3-ylamino)cyclohexylcarbamate). RXN SMILES: [NH2:1][C:2]1[CH:11]=[CH:10][C:9]2[C:8]([CH3:13])([OH:12])[CH2:7][CH2:6][CH2:5][C:4]=2[N:3]=1.Br[C:15]1[CH:16]=[C:17]([NH:23][C@@H:24]2[CH2:29][CH2:28][CH2:27][CH2:26][C@@H:25]2[NH:30][C:31](=[O:37])[O:32][C:33]([CH3:36])([CH3:35])[CH3:34])[CH:18]=[N:19][C:20]=1[C:21]#[N:22].CC1(C)C2C(=C(P(C3C=CC=CC=3)C3C=CC=CC=3)C=CC=2)OC2C(P(C3C=CC=CC=3)C3C=CC=CC=3)=CC=CC1=2.C(=O)([O-])[O-].[Cs+].[Cs+]>O1CCOCC1.C(OCC)(=O)C.C(=O)(O)[O-].[Na+].C1C=CC(/C=C/C(/C=C/C2C=CC=CC=2)=O)=CC=1.C1C=CC(/C=C/C(/C=C/C2C=CC=CC=2)=O)=CC=1.C1C=CC(/C=C/C(/C=C/C2C=CC=CC=2)=O)=CC=1.[Pd].[Pd]>[C:21]([C:20]1[N:19]=[CH:18][C:17]([NH:23][C@@H:24]2[CH2:29][CH2:28][CH2:27][CH2:26][C@@H:25]2[NH:30][C:31](=[O:37])[O:32][C:33]([CH3:35])([CH3:34])[CH3:36])=[CH:16][C:15]=1[NH:1][C:2]1[CH:11]=[CH:10][C:9]2[C:8]([OH:12])([CH3:13])[CH2:7][CH2:6][CH2:5][C:4]=2[N:3]=1)#[N:22] |f:3.4.5,8.9,10.11.12.13.14|. Procedure details: A mixture of 2-amino-5-methyl-5,6,7,8-tetrahydroquinolin-5-ol (45.4 mg, 0.255 mmol), tert-butyl (1S,2R)-2-(5-bromo-6-cyanopyridin-3-ylamino)cyclohexylcarbamate (PrepEx 1.1) (111 mg, 0.280 mmol), Xantphos (15 mg, 0.025 mmol), tris(dibenzylideneacetone)dipalladium(0) (12 mg, 0.013 mmol), and cesium carbonate (207 mg, 0.637 mmol) in 1,4-dioxane (10 ml) under an argon atmosphere was heated at 80° C. in an oil bath for 2.25 hours. After cooling to room temperature, the reaction mixture was diluted wi...